From a dataset of the Open Reaction Database (ORD), a public repository of structured organic reaction records. describe an organic reaction: reactants, conditions, products, and yield The reactants are COC(C(/C(/C)=N/C)C(C1=CC(=C(C=C1)Br)C)=O)=O (2-(4-Bromo-3-methyl-benzoyl)-3-[(E)-methylimino]-butyric acid methyl ester), Cl.NO (hydroxylamine hydrochloride). Run in C(C)(=O)O (acetic acid). Reaction conditions: temperature 60 celsius, time 8 hour. Yields the product COC(=O)C=1C(=NOC1C1=CC(=C(C=C1)Br)C)C (5-(4-Bromo-3-methyl-phenyl)-3-methyl-isoxazole-4-carboxylic acid methyl ester). Reaction SMILES: [CH3:1][O:2][C:3](=[O:19])[CH:4]([C:9](=[O:18])[C:10]1[CH:15]=[CH:14][C:13]([Br:16])=[C:12]([CH3:17])[CH:11]=1)/[C:5](=[N:7]/C)/[CH3:6].Cl.NO>C(O)(=O)C>[CH3:1][O:2][C:3]([C:4]1[C:5]([CH3:6])=[N:7][O:18][C:9]=1[C:10]1[CH:15]=[CH:14][C:13]([Br:16])=[C:12]([CH3:17])[CH:11]=1)=[O:19] |f:1.2|. Reported procedure: 2-(4-Bromo-3-methyl-benzoyl)-3-[(E)-methylimino]-butyric acid methyl ester (40.0 mmol) and hydroxylamine hydrochloride (2.9 g, 41 mmol) were combined in acetic acid (100 mL) and stirred at 60° C. overnight. The mixture was concentrated, and the residue was partitioned between EtOAc and water. Saturated aqueous NaHCO3 was added to neutralize residual acetic acid, and the organic layer was separated and washed twice with water. The combined aqueous layers were back-extracted with EtOAc, and the co... The reactants are O (water), [H-].[Na+] (Sodium hydride), OC1=CC=C(CN2C=C(C(=C2)C2=CC=CC=C2)CCC(=O)OCC)C=C1 (ethyl 3-[1-(4-hydroxybenzyl)-4-phenyl-3-pyrrolyl]propionate), ClCC=1N=C(SC1C)C1=CC=CC=C1 (4-Chloromethyl-5-methyl-2-phenylthiazole). Solvent: CN(C=O)C (N,N-dimethylformamide). Conditions: time 15 minute. The product is CC1=C(N=C(S1)C1=CC=CC=C1)COC1=CC=C(CN2C=C(C(=C2)C2=CC=CC=C2)CCC(=O)OCC)C=C1 (ethyl 3-[1-[4-(5-methyl-2-phenyl-4-thiazolylmethoxy)benzyl]-4-phenyl-3-pyrrolyl]propionate). Yield: 85.7%. RXN SMILES: [H-].[Na+].[OH:3][C:4]1[CH:28]=[CH:27][C:7]([CH2:8][N:9]2[CH:13]=[C:12]([C:14]3[CH:19]=[CH:18][CH:17]=[CH:16][CH:15]=3)[C:11]([CH2:20][CH2:21][C:22]([O:24][CH2:25][CH3:26])=[O:23])=[CH:10]2)=[CH:6][CH:5]=1.Cl[CH2:30][C:31]1[N:32]=[C:33]([C:37]2[CH:42]=[CH:41][CH:40]=[CH:39][CH:38]=2)[S:34][C:35]=1[CH3:36].O>CN(C)C=O>[CH3:36][C:35]1[S:34][C:33]([C:37]2[CH:38]=[CH:39][CH:40]=[CH:41][CH:42]=2)=[N:32][C:31]=1[CH2:30][O:3][C:4]1[CH:28]=[CH:27][C:7]([CH2:8][N:9]2[CH:13]=[C:12]([C:14]3[CH:19]=[CH:18][CH:17]=[CH:16][CH:15]=3)[C:11]([CH2:20][CH2:21][C:22]([O:24][CH2:25][CH3:26])=[O:23])=[CH:10]2)=[CH:6][CH:5]=1 |f:0.1|. Reported procedure: Sodium hydride (60%, oily, 60.0 mg) was added to a solution of ethyl 3-[1-(4-hydroxybenzyl)-4-phenyl-3-pyrrolyl]propionate (524 mg) in N,N-dimethylformamide (10 ml) at 0° C., and the mixture was stirred at room temperature for 15 minutes. 4-Chloromethyl-5-methyl-2-phenylthiazole (336 mg) was added to the mixture, which was stirred at room temperature for 30 minutes. The reaction mixture was poured into water, which was extracted with ethyl acetate. The ethyl acetate layer was washed with saturat... Reaction SMILES: [OH:1][C:2]1[CH:7]=[CH:6][C:5]([C:8]2[CH:13]=[CH:12][C:11]([C:14]([OH:16])=[O:15])=[CH:10][CH:9]=2)=[CH:4][CH:3]=1.[OH-].[K+].[CH3:19]O.C(=O)([O-])[O-].[K+].[K+].[CH2:27](Br)[CH:28]=[CH2:29]>CO.S(=O)(=O)(O)O.C(C(C)=O)C>[CH2:27]([O:1][C:2]1[CH:3]=[CH:4][C:5]([C:8]2[CH:13]=[CH:12][C:11]([C:14]([O:16][CH3:19])=[O:15])=[CH:10][CH:9]=2)=[CH:6][CH:7]=1)[CH:28]=[CH2:29] |f:1.2.3,4.5.6.7|. The reactants are ester, methyl ester, OC1=CC=C(C=C1)C1=CC=C(C=C1)C(=O)O (4′-hydroxy[1,1′]biphenyl-4-carboxylic acid), [OH-].[K+].CO (KOH methanol), C([O-])([O-])=O.[K+].[K+].C(C=C)Br (potassium carbonate allyl bromide). The product is C(C=C)OC1=CC=C(C=C1)C1=CC=C(C=C1)C(=O)OC (methyl 4′-allyloxy[1,1′]biphenyl-4-carboxylate), carboxylic acid. Reagents/catalysts: S(O)(O)(=O)=O (sulfuric acid), CO (methanol). The solvent is C(C)C(=O)C (methyl ethyl ketone). Reported procedure: The methyl ester of commercial 4′-hydroxy[1,1′]biphenyl-4-carboxylic acid (Aldrich, D-89555 Steinheim) was prepared using methanol and sulfuric acid as catalyst, and methyl 4′-allyloxy[1,1′]biphenyl-4-carboxylate (m.p. 149° C.) was prepared therefrom using potassium carbonate/allyl bromide in methyl ethyl ketone as solvent. Conventional hydrolysis of this ester using KOH/methanol gave the free carboxylic acid, which was converted into the acid chloride by the likewise conventional reaction of th...